Task: describe an organic reaction: reactants, conditions, products, and yield. Dataset: the Open Reaction Database (ORD), a public repository of structured organic reaction records Reactants: Cl.COC=1C=C(C=CC1OC)C=1C(C(N(N1)C1CCNCC1)=O)(C)C (5-(3,4-dimethoxyphenyl)-4,4-dimethyl-2-(piperidin-4-yl)-2,4-dihydro-3H-pyrazol-3-one hydrochloride), Cl.COC=1C=C(C=CC1OC)C=1C(C(N(N1)C1CCNCC1)=O)(C)C (5-(3,4-dimethoxyphenyl)-4,4-dimethyl-2-(piperidin-4-yl)-2,4-dihydro-3H-pyrazol-3-one hydrochloride), N1C=CC2=CC(=CC=C12)C(=O)O (1H-indole-5-carboxylic acid). Product: COC=1C=C(C=CC1OC)C=1C(C(N(N1)C1CCN(CC1)C(=O)C=1C=C2C=CNC2=CC1)=O)(C)C (5-(3,4-Dimethoxyphenyl)-2-[1-(1H-indol-5-ylcarbonyl)piperidin-4-yl]-4,4-dimethyl-2,4-dihydro-3H-pyrazol-3-one). RXN SMILES: Cl.[CH3:2][O:3][C:4]1[CH:5]=[C:6]([C:12]2[C:13]([CH3:25])([CH3:24])[C:14](=[O:23])[N:15]([CH:17]3[CH2:22][CH2:21][NH:20][CH2:19][CH2:18]3)[N:16]=2)[CH:7]=[CH:8][C:9]=1[O:10][CH3:11].[NH:26]1[C:34]2[C:29](=[CH:30][C:31]([C:35](O)=[O:36])=[CH:32][CH:33]=2)[CH:28]=[CH:27]1>>[CH3:2][O:3][C:4]1[CH:5]=[C:6]([C:12]2[C:13]([CH3:25])([CH3:24])[C:14](=[O:23])[N:15]([CH:17]3[CH2:22][CH2:21][N:20]([C:35]([C:31]4[CH:30]=[C:29]5[C:34](=[CH:33][CH:32]=4)[NH:26][CH:27]=[CH:28]5)=[O:36])[CH2:19][CH2:18]3)[N:16]=2)[CH:7]=[CH:8][C:9]=1[O:10][CH3:11] |f:0.1|. Reported procedure: The title compound is prepared analogously as described for GP2-WU2 using 5-(3,4-dimethoxyphenyl)-4,4-dimethyl-2-(piperidin-4-yl)-2,4-dihydro-3H-pyrazol-3-one (compound B1) and 1H-indole-5-carboxylic acid as starting compounds. The crude product is purified by chromatography (amino phase silica gel and DCM) and by crystallization from DCM and diethyl ether to yield the title compound. Starting materials: C(C1=CC=CC=C1)(=O)C1=[N+](C2=CC=CC=C2[N+](=C1COC(C)=O)[O-])[O-] (2-benzoyl-3-acetoxymethylquinoxaline 1,4-dioxide), Cl (hydrogen chloride), CO (methanol). Run at time 3 day. Yields the product COC1(OCC=2C1=[N+](C1=CC=CC=C1[N+]2[O-])[O-])C2=CC=CC=C2 (1-methoxy-1-phenyl-1,3-dihydrofuro[3,4-b]quinoxaline 4,9-dioxide). Yield: 61.0%. Reaction SMILES: [C:1]([C:9]1[C:18]([CH2:19][O:20]C(=O)C)=[N+:17]([O-:24])[C:16]2[C:11](=[CH:12][CH:13]=[CH:14][CH:15]=2)[N+:10]=1[O-:25])(=[O:8])[C:2]1[CH:7]=[CH:6][CH:5]=[CH:4][CH:3]=1.Cl.[CH3:27]O>>[CH3:27][O:8][C:1]1([C:2]2[CH:7]=[CH:6][CH:5]=[CH:4][CH:3]=2)[C:9]2=[N+:10]([O-:25])[C:11]3[C:16]([N+:17]([O-:24])=[C:18]2[CH2:19][O:20]1)=[CH:15][CH:14]=[CH:13][CH:12]=3. Procedure: A stirred suspension of 0.50 g. (1.47 mmol.) of 2-benzoyl-3-acetoxymethylquinoxaline 1,4-dioxide in 10 ml. of methanol was saturated with dry hydrogen chloride. The reaction mixture was stirred at room temperature for three days and then the suspended solid was removed by filtration. The solid was washed with methanol, and dried, to give 0.28 g. (61% yield) of 1-methoxy-1-phenyl-1,3-dihydrofuro[3,4-b]quinoxaline 4,9-dioxide, m.p. 153 °-155° C. Reactants: Cl (Hydrogen chloride), C(C)(C)(C)OC(=O)N1C(=N[C@H]([C@H]1C1=CC=CC=C1)C1=CC=CC=C1)NCC1=CC(=C(C(=C1)F)F)F (cis-4,5-Diphenyl-2-(3,4,5-trifluorobenzylamino)-4,5-dihydro-imidazole-1-carboxylic acid tert-butyl ester). Solvent: CCOC(=O)C (EtOAc). Run at time 8 hour. Product: Cl.C1(=CC=CC=C1)[C@@H]1N=C(N[C@@H]1C1=CC=CC=C1)NCC1=CC(=C(C(=C1)F)F)F ((cis-4,5-Diphenyl-4,5-dihydro-1H-imidazol-2-yl)-(3,4,5-trifluorobenzyl)amine hydrochloride). Reaction SMILES: [ClH:1].C(OC([N:9]1[C@H:13]([C:14]2[CH:19]=[CH:18][CH:17]=[CH:16][CH:15]=2)[C@H:12]([C:20]2[CH:25]=[CH:24][CH:23]=[CH:22][CH:21]=2)[N:11]=[C:10]1[NH:26][CH2:27][C:28]1[CH:33]=[C:32]([F:34])[C:31]([F:35])=[C:30]([F:36])[CH:29]=1)=O)(C)(C)C>CCOC(C)=O>[ClH:1].[C:14]1([C@H:13]2[C@@H:12]([C:20]3[CH:21]=[CH:22][CH:23]=[CH:24][CH:25]=3)[NH:11][C:10]([NH:26][CH2:27][C:28]3[CH:33]=[C:32]([F:34])[C:31]([F:35])=[C:30]([F:36])[CH:29]=3)=[N:9]2)[CH:19]=[CH:18][CH:17]=[CH:16][CH:15]=1 |f:3.4|. Reported procedure: Hydrogen chloride is bubbled into a solution of 83 (0.44 g, 0.91 mmol) in EtOAc (15 mL) for 1 min, and the solution is stirred at RT overnight. The solvent is removed by rotary evaporation, and the residue crystallized from dichloromethane and Et2O give 0.21 g of the product 84. 1H NMR (DMSO-d6) δ 9.40 (s, 1 H), 9.14 (t, 1 H), 7.88 (s, 1 H), 7.20-6.80 (m, 8 H), 6.80-6.55 (m, 4 H), 5.07 (s, 2 H), 4.70-4.50 (m, 2 H); MS: m/z 382 (M++1). Reactants: O=S(=O)(O)Cl, c1ccc2nsnc2c1. Product: O=S(=O)(Cl)c1cccc2nsnc12. As a reaction SMILES: [Cl:1][S:2](=[O:3])(=[O:4])[OH:5].[n:6]1[s:7][n:8][c:9]2[c:10]1[cH:11][cH:12][cH:13][cH:14]2>>[Cl:1][S:2](=[O:3])(=[O:5])[c:14]1[c:9]2[n:8][s:7][n:6][c:10]2[cH:11][cH:12][cH:13]1. RXN SMILES: [B:1]([Br:2])([Br:3])[Br:4].[CH3:5][O:6][c:7]1[cH:8][cH:9][c:10]2[c:15]([cH:16]1)[CH2:14][N:13]([CH2:17][CH2:18][CH2:19][CH2:20][NH:21][C:22]([c:23]1[cH:24][cH:25][c:26](-[c:29]3[cH:30][cH:31][cH:32][cH:33][cH:34]3)[cH:27][cH:28]1)=[O:35])[CH2:12][CH2:11]2.[Cl:37][CH2:38][Cl:39].[NH3:36]>>[OH:6][c:7]1[cH:8][cH:9][c:10]2[c:15]([cH:16]1)[CH2:14][N:13]([CH2:17][CH2:18][CH2:19][CH2:20][NH:21][C:22]([c:23]1[cH:24][cH:25][c:26](-[c:29]3[cH:30][cH:31][cH:32][cH:33][cH:34]3)[cH:27][cH:28]1)=[O:35])[CH2:12][CH2:11]2. Starting materials: BrB(Br)Br, COc1ccc2c(c1)CN(CCCCNC(=O)c1ccc(-c3ccccc3)cc1)CC2, ClCCl, N. The product is O=C(NCCCCN1CCc2ccc(O)cc2C1)c1ccc(-c2ccccc2)cc1.